This data is from the Open Reaction Database (ORD), a public repository of structured organic reaction records. The task is: describe an organic reaction: reactants, conditions, products, and yield The reactants are O (Water), BrC1=CC=C(CN[C@H](C(=O)NCC#N)CC(C)C)C=C1 ((2S)-2-[(4-bromobenzyl)amino]-N-(cyanomethyl)-4-methylpentanamide), C(C)(C)(C)OC(=O)N1CCN(CC1)C1=CC=C(C=C1)B(O)O (4-[4-(tert-butoxycarbonyl)-1-piperazinyl]phenylboronic acid), C([O-])([O-])=O.[Na+].[Na+] (sodium carbonate). Reagents/catalysts: C1=CC=C(C=C1)P([C-]2C=CC=C2)C3=CC=CC=C3.C1=CC=C(C=C1)P([C-]2C=CC=C2)C3=CC=CC=C3.Cl[Pd]Cl.[Fe+2] (PdCl2(dppf)), C1=CC=C(C=C1)P([C-]2C=CC=C2)C3=CC=CC=C3.C1=CC=C(C=C1)P([C-]2C=CC=C2)C3=CC=CC=C3.Cl[Pd]Cl.[Fe+2] (PdCl2(dppf)). Run in CN(C)C=O (DMF). Reaction conditions: temperature 95 celsius. The product is C(#N)CNC(=O)[C@H](CC(C)C)NCC1=CC=C(C=C1)C1=CC=C(C=C1)N1CCN(CC1)C(=O)OC(C)(C)C (tert-butyl 4-(4′-{[((1S)-1-{[(cyanomethyl)amino]carbonyl}-3-methylbutyl)amino]methyl}[1,1′-biphenyl]-4-yl)-1-piperazinecarboxylate). As a reaction SMILES: Br[C:2]1[CH:20]=[CH:19][C:5]([CH2:6][NH:7][C@@H:8]([CH2:15][CH:16]([CH3:18])[CH3:17])[C:9]([NH:11][CH2:12][C:13]#[N:14])=[O:10])=[CH:4][CH:3]=1.[C:21]([O:25][C:26]([N:28]1[CH2:33][CH2:32][N:31]([C:34]2[CH:39]=[CH:38][C:37](B(O)O)=[CH:36][CH:35]=2)[CH2:30][CH2:29]1)=[O:27])([CH3:24])([CH3:23])[CH3:22].C(=O)([O-])[O-].[Na+].[Na+].O>CN(C=O)C.C1C=CC(P(C2C=CC=CC=2)[C-]2C=CC=C2)=CC=1.C1C=CC(P(C2C=CC=CC=2)[C-]2C=CC=C2)=CC=1.Cl[Pd]Cl.[Fe+2]>[C:13]([CH2:12][NH:11][C:9]([C@@H:8]([NH:7][CH2:6][C:5]1[CH:19]=[CH:20][C:2]([C:37]2[CH:36]=[CH:35][C:34]([N:31]3[CH2:30][CH2:29][N:28]([C:26]([O:25][C:21]([CH3:24])([CH3:23])[CH3:22])=[O:27])[CH2:33][CH2:32]3)=[CH:39][CH:38]=2)=[CH:3][CH:4]=1)[CH2:15][CH:16]([CH3:18])[CH3:17])=[O:10])#[N:14] |f:2.3.4,7.8.9.10|. Procedure: To (2S)-2-[(4-bromobenzyl)amino]-N-(cyanomethyl)-4-methylpentanamide (285 mg, 0.843 mmol) and 4-[4-(tert-butoxycarbonyl)-1-piperazinyl]phenylboronic acid (315 mg, 1.02 mmol) in DMF (10 mL) under dry nitrogen was added aqueous sodium carbonate (2 M, 1.3 mL, 2.53 mmol) followed by the catalyst PdCl2(dppf) (25 mg, 0.026 mmol). The reaction was heated to 95° C. for 0.5 hours and more PdCl2(dppf) (25 mg, 0.026 mmol) was added and the reaction mixture was heated overnight. Water was added and the prod... Reactants: [Li]CCCC, CCOC(=O)CP(=O)(OCC)OCC, CCOCC, O, O=Cc1cocn1. Yields the product CCOC(=O)C=Cc1cocn1. RXN SMILES: [CH3:15][CH2:16][CH2:17][CH2:18][Li:19].[CH3:1][CH2:2][O:3][C:4](=[O:5])[CH2:6][P:7]([O:8][CH2:9][CH3:10])([O:11][CH2:12][CH3:13])=[O:14].[CH3:28][CH2:29][O:30][CH2:31][CH3:32].[OH2:27].[o:20]1[cH:21][n:22][c:23]([CH:25]=[O:26])[cH:24]1>>[CH3:1][CH2:2][O:3][C:4](=[O:5])[CH:6]=[CH:25][c:23]1[n:22][cH:21][o:20][cH:24]1.